From a dataset of the Open Reaction Database (ORD), a public repository of structured organic reaction records. describe an organic reaction: reactants, conditions, products, and yield Starting materials: C[Mg]Cl (MeMgCl), ClC1=CC=2C(=NC(=C(C2)C=O)Cl)S1 (2,6-dichlorothieno[2,3-b]pyridine-5-carbaldehyde), C[Mg]Cl (methylmagnesium chloride), solution. Solvent: C1CCOC1 (THF), O1CCCC1 (tetrahydrofuran). Conditions: time 1 hour. Product: ClC1=CC=2C(=NC(=C(C2)C(C)O)Cl)S1 (1-(2,6-dichlorothieno[2,3-b]pyridin-5-yl)-ethanol). RXN SMILES: [Cl:1][C:2]1[S:13][C:5]2=[N:6][C:7]([Cl:12])=[C:8]([CH:10]=[O:11])[CH:9]=[C:4]2[CH:3]=1.[CH3:14][Mg]Cl>C1COCC1>[Cl:1][C:2]1[S:13][C:5]2=[N:6][C:7]([Cl:12])=[C:8]([CH:10]([OH:11])[CH3:14])[CH:9]=[C:4]2[CH:3]=1. Procedure: To a reaction flask containing 2,6-dichlorothieno[2,3-b]pyridine-5-carbaldehyde (5.1 g, 21.97 mmol) in 300 mL of THF at −20° C. was added methylmagnesium chloride, 3.0M solution in tetrahydrofuran (7.69 mL, 23.07 mmol) dropwise. After 1 h, an additional charge of 0.7 mL of MeMgCl was added. After 15 min, the reaction was quenched by the addition of 50 mL sat. NH4Cl and 50 mL water. After warming to rt, ethyl acetate was added and the organic layer was separated and washed with water and brine. T... The reactants are [Br-], Cc1ccccc1C(=O)CBr, CCCC[N+](CCCC)(CCCC)CCCC, Cc1ccccc1, Cl, [Na+], CC(=O)N1CC(NC(=O)OC(C)(C)C)C(=O)Nc2cc(C)ccc21, [OH-]. Yields the product CC(=O)N1CC(NC(=O)OC(C)(C)C)C(=O)N(CC(=O)c2ccccc2C)c2cc(C)ccc21. As a reaction SMILES: [Br-:46].[Br:25][CH2:26][C:27](=[O:28])[c:29]1[c:30]([CH3:35])[cH:31][cH:32][cH:33][cH:34]1.[CH2:47]([N+:48]([CH2:49][CH2:50][CH2:51][CH3:52])([CH2:53][CH2:54][CH2:55][CH3:56])[CH2:57][CH2:58][CH2:59][CH3:60])[CH2:61][CH2:62][CH3:63].[CH3:39][c:40]1[cH:41][cH:42][cH:43][cH:44][cH:45]1.[ClH:38].[Na+:37].[O:1]=[C:2]1[CH:3]([NH:17][C:18](=[O:19])[O:20][C:21]([CH3:22])([CH3:23])[CH3:24])[CH2:4][N:5]([C:14]([CH3:15])=[O:16])[c:6]2[c:7]([cH:9][c:10]([CH3:13])[cH:11][cH:12]2)[NH:8]1.[OH-:36]>>[O:1]=[C:2]1[CH:3]([NH:17][C:18](=[O:19])[O:20][C:21]([CH3:22])([CH3:23])[CH3:24])[CH2:4][N:5]([C:14]([CH3:15])=[O:16])[c:6]2[c:7]([cH:9][c:10]([CH3:13])[cH:11][cH:12]2)[N:8]1[CH2:26][C:27](=[O:28])[c:29]1[c:30]([CH3:35])[cH:31][cH:32][cH:33][cH:34]1. Reactants: CC(C)(C)c1n[nH]c(SC(NS(C)(=O)=O)NS(C)(=O)=O)n1, CCOC(=O)CSc1nc(C(C)(C)C)n[nH]1, CN(C)C(=O)Cl. Yields the product CN(C)C(=O)n1nc(C(C)(C)C)nc1SC(NS(C)(=O)=O)NS(C)(=O)=O. As a reaction SMILES: [C:1]([CH3:2])([CH3:3])([CH3:4])[c:5]1[n:6][nH:7][c:8]([S:10][CH:11]([NH:12][S:13](=[O:14])(=[O:15])[CH3:16])[NH:17][S:18](=[O:19])(=[O:20])[CH3:21])[n:9]1.[C:28]([c:29]1[n:30][c:31]([S:32][CH2:33][C:34]([O:35][CH2:36][CH3:37])=[O:38])[nH:39][n:40]1)([CH3:41])([CH3:42])[CH3:43].[CH3:22][N:23]([C:24](=[O:25])[Cl:26])[CH3:27]>>[C:1]([CH3:2])([CH3:3])([CH3:4])[c:5]1[n:6][n:7]([C:24]([N:23]([CH3:22])[CH3:27])=[O:25])[c:8]([S:10][CH:11]([NH:12][S:13](=[O:14])(=[O:15])[CH3:16])[NH:17][S:18](=[O:19])(=[O:20])[CH3:21])[n:9]1.